From a dataset of the Open Reaction Database (ORD), a public repository of structured organic reaction records. describe an organic reaction: reactants, conditions, products, and yield Reactants: CCOC(=O)CC(=O)OCC, ClCCl, [Cl-], [Cl-], [Cl-], [Cl-], O=C1c2cccc(Cl)c2C(=O)c2c(Cl)cccc21, Cl, [Ti+4], c1ccncc1. Yields the product CCOC(=O)C(C(=O)OCC)=C1c2cccc(Cl)c2C(=O)c2c(Cl)cccc21. As a reaction SMILES: [C:19]([CH2:20][C:21](=[O:22])[O:23][CH2:24][CH3:25])(=[O:26])[O:27][CH2:28][CH3:29].[CH2:30]([Cl:31])[Cl:32].[Cl-:34].[Cl-:35].[Cl-:36].[Cl-:37].[Cl:1][c:2]1[cH:3][cH:4][cH:5][c:6]2[c:15]1[C:14](=[O:16])[c:13]1[c:8]([cH:9][cH:10][cH:11][c:12]1[Cl:17])[C:7]2=[O:18].[ClH:33].[Ti+4:38].[cH:39]1[cH:40][cH:41][n:42][cH:43][cH:44]1>>[Cl:1][c:2]1[cH:3][cH:4][cH:5][c:6]2[c:15]1[C:14](=[O:16])[c:13]1[c:8]([cH:9][cH:10][cH:11][c:12]1[Cl:17])[C:7]2=[C:20]([C:19](=[O:26])[O:27][CH2:28][CH3:29])[C:21](=[O:22])[O:23][CH2:24][CH3:25].